From a dataset of the Open Reaction Database (ORD), a public repository of structured organic reaction records. describe an organic reaction: reactants, conditions, products, and yield The reactants are CO (methanol), C(C)(=O)OOC1=C(C=C(C=C1)F)CC (ethyl-p-fluorophenoxy acetate), solution, [H-].C(C(C)C)[Al+]CC(C)C (diisobutylaluminum hydride), O (water). Run in C1(=CC=CC=C1)C (toluene), C1(=CC=CC=C1)C (toluene). Reaction conditions: temperature -78 celsius, time 2 hour. Yields the product FC1=CC=C(OCC=O)C=C1 (p-fluorophenoxy acetaldehyde). Isolated yield 45.0%. RXN SMILES: C(O[O:5][C:6]1[CH:11]=[CH:10][C:9]([F:12])=[CH:8][C:7]=1CC)(=O)C.[H-].C([Al+]C[CH:22]([CH3:24])C)C(C)C.C[OH:26].O>C1(C)C=CC=CC=1>[F:12][C:9]1[CH:8]=[CH:7][C:6]([O:5][CH2:24][CH:22]=[O:26])=[CH:11][CH:10]=1 |f:1.2|. Procedure details: To a stirred solution of 1.98 g (10 mmoles) of ethyl-p-fluorophenoxy acetate (Example 155) in 15 ml of dry toluene, cooled to -78° C., under argon, is added, dropwise over 30 minutes, 8 ml of a 1.4 M solution of diisobutylaluminum hydride in toluene (11 mmoles). The mixture is stirred for 2 hours at -78° C., 1 ml of methanol is added, followed by 5 ml of water, dropwise. The gel formed is filtered through Celite and washed with 100 ml of ether, portionwise. The organic phase is separated, washed... Reactants: O=C([O-])[O-], COC(=O)c1c(O)cc(C(F)(F)F)cc1OC, CN(C)C=O, CCOC(C)=O, COC(=O)C(F)(F)Cl, [K+], [K+], O. Product: COC(=O)c1c(OC)cc(C(F)(F)F)cc1OC(F)F. Reaction SMILES: [C:18](=[O:19])([O-:20])[O-:21].[CH3:1][O:2][C:3]([c:4]1[c:5]([OH:16])[cH:6][c:7]([C:12]([F:13])([F:14])[F:15])[cH:8][c:9]1[O:10][CH3:11])=[O:17].[CH3:33][N:34]([CH3:35])[CH:36]=[O:37].[CH3:38][CH2:39][O:40][C:41](=[O:42])[CH3:43].[Cl:24][C:25]([C:26]([O:27][CH3:28])=[O:29])([F:30])[F:31].[K+:22].[K+:23].[OH2:32]>>[CH3:1][O:2][C:3]([c:4]1[c:5]([O:16][CH:25]([F:30])[F:31])[cH:6][c:7]([C:12]([F:13])([F:14])[F:15])[cH:8][c:9]1[O:10][CH3:11])=[O:17]. Starting materials: C1CC(=O)N(C1=O)Cl (NCS), OC[C@](C)(O)C1=C(C=C(C(=O)NC2=CC3=C(C=N2)C=CN3CC)C=C1)C ((R)-4-(1,2-dihydroxypropan-2-yl)-N-(1-ethyl-1H-pyrrolo[3,2-c]pyridin-6-yl)-3-methylbenzamide), C1CC(=O)N(C1=O)Cl (NCS). Solvent: CO (MeOH), CN(C=O)C (N,N-dimethylformamide). Run at temperature 60 celsius, time 3 hour. Yields the product ClC1=CN(C2=C1C=NC(=C2)NC(C2=CC(=C(C=C2)[C@@](CO)(C)O)C)=O)CC ((R)-N-(3-chloro-1-ethyl-1H-pyrrolo[3,2-c]pyridin-6-yl)-4-(1,2-dihydroxypropan-2-yl)-3-methylbenzamide). The yield is 25.8%. RXN SMILES: [OH:1][CH2:2][C@@:3]([C:6]1[CH:25]=[CH:24][C:9]([C:10]([NH:12][C:13]2[N:18]=[CH:17][C:16]3[CH:19]=[CH:20][N:21]([CH2:22][CH3:23])[C:15]=3[CH:14]=2)=[O:11])=[CH:8][C:7]=1[CH3:26])([OH:5])[CH3:4].C1C(=O)N([Cl:34])C(=O)C1>CN(C)C=O.CO>[Cl:34][C:19]1[C:16]2[CH:17]=[N:18][C:13]([NH:12][C:10](=[O:11])[C:9]3[CH:24]=[CH:25][C:6]([C@:3]([OH:5])([CH3:4])[CH2:2][OH:1])=[C:7]([CH3:26])[CH:8]=3)=[CH:14][C:15]=2[N:21]([CH2:22][CH3:23])[CH:20]=1. Procedure details: (R)-4-(1,2-dihydroxypropan-2-yl)-N-(1-ethyl-1H-pyrrolo[3,2-c]pyridin-6-yl)-3-methylbenzamide (40 mg, 0.11 mmol) was dissolved in N,N-dimethylformamide (0.57 mL) to give a light yellow solution. NCS (14 mg, 0.10 mmol) was then added at room temperature. The mixture was heated mixture at 60° C.; after 3 hr, another 15 mg of NCS was added, and the reaction completed after 1 hr. The mixture was diluted with MeOH (1 ml) and then purified by preparatory HPLC (basic mode, 20-70% ACN in water). Product-... Reactants: CCCN(CCC)C(=O)c1cc(C(=O)OC)cc(-c2nccs2)c1, CO, [Li+], C1CCOC1, [OH-], O, O. Yields the product CCCN(CCC)C(=O)c1cc(C(=O)O)cc(-c2nccs2)c1. RXN SMILES: [CH2:1]([CH2:2][CH3:3])[N:4]([C:5](=[O:6])[c:7]1[cH:8][c:9]([C:10](=[O:11])[O:12][CH3:13])[cH:14][c:15](-[c:17]2[s:18][cH:19][cH:20][n:21]2)[cH:16]1)[CH2:22][CH2:23][CH3:24].[CH3:26][OH:27].[Li+:35].[O:28]1[CH2:29][CH2:30][CH2:31][CH2:32]1.[OH-:34].[OH2:25].[OH2:33]>>[CH2:1]([CH2:2][CH3:3])[N:4]([C:5](=[O:6])[c:7]1[cH:8][c:9]([C:10](=[O:11])[OH:12])[cH:14][c:15](-[c:17]2[s:18][cH:19][cH:20][n:21]2)[cH:16]1)[CH2:22][CH2:23][CH3:24]. Reactants: COc1cnc(Br)c2[nH]cc(C(=O)C(=O)N3CCc4c(cccc4-c4ccccn4)C3)c12, O=C([O-])[O-], CNC1CCCCC1NC, [Cu]I, FC(F)(F)c1cc[nH]n1, [K+], [K+], C1COCCO1. Product: COc1cnc(-n2ccc(C(F)(F)F)n2)c2[nH]cc(C(=O)C(=O)N3CCc4c(cccc4-c4ccccn4)C3)c12. As a reaction SMILES: [Br:1][c:2]1[n:3][cH:4][c:5]([O:31][CH3:32])[c:6]2[c:7]1[nH:8][cH:9][c:10]2[C:11]([C:12](=[O:13])[N:14]1[CH2:15][c:16]2[cH:17][cH:18][cH:19][c:20](-[c:24]3[n:25][cH:26][cH:27][cH:28][cH:29]3)[c:21]2[CH2:22][CH2:23]1)=[O:30].[C:52](=[O:53])([O-:54])[O-:55].[CH3:42][NH:43][CH:44]1[CH2:45][CH2:46][CH2:47][CH2:48][CH:49]1[NH:50][CH3:51].[Cu:64][I:65].[F:33][C:34]([c:35]1[n:36][nH:37][cH:38][cH:39]1)([F:40])[F:41].[K+:56].[K+:57].[O:58]1[CH2:59][CH2:60][O:61][CH2:62][CH2:63]1>>[c:2]1(-[n:37]2[n:36][c:35]([C:34]([F:33])([F:40])[F:41])[cH:39][cH:38]2)[n:3][cH:4][c:5]([O:31][CH3:32])[c:6]2[c:7]1[nH:8][cH:9][c:10]2[C:11]([C:12](=[O:13])[N:14]1[CH2:15][c:16]2[cH:17][cH:18][cH:19][c:20](-[c:24]3[n:25][cH:26][cH:27][cH:28][cH:29]3)[c:21]2[CH2:22][CH2:23]1)=[O:30]. Starting materials: CC(=O)OC(C)=O, Cn1cc(C=NO)c(-c2ccc([N+](=O)[O-])o2)n1, c1ccccc1. Product: CC(=O)ON=Cc1cn(C)nc1-c1ccc([N+](=O)[O-])o1. RXN SMILES: [CH3:18][C:19](=[O:20])[O:21][C:22](=[O:23])[CH3:24].[CH3:1][n:2]1[n:3][c:4](-[c:10]2[o:11][c:12]([N+:15](=[O:16])[O-:17])[cH:13][cH:14]2)[c:5]([CH:7]=[N:8][OH:9])[cH:6]1.[cH:25]1[cH:26][cH:27][cH:28][cH:29][cH:30]1>>[CH3:1][n:2]1[n:3][c:4](-[c:10]2[o:11][c:12]([N+:15](=[O:16])[O-:17])[cH:13][cH:14]2)[c:5]([CH:7]=[N:8][O:9][C:19]([CH3:18])=[O:20])[cH:6]1. Yields the product CC1(c2ccccc2)CCN(CCCCC23CCCc4cccc(c42)NC3=O)CC1. Reactants: O=C1Nc2cccc3c2C1(CCCCBr)CCC3, O=C([O-])[O-], C, CC1(c2ccccc2)CCN(Cc2ccccc2)CC1, CCOC(C)=O, CCO, [K+], [K+], O, [Pd]. RXN SMILES: [Br:21][CH2:22][CH2:23][CH2:24][CH2:25][C:26]12[C:27](=[O:38])[NH:28][c:29]3[cH:30][cH:31][cH:32][c:33]([c:34]31)[CH2:35][CH2:36][CH2:37]2.[C:39](=[O:40])([O-:41])[O-:42].[C:54].[CH2:1]([c:2]1[cH:3][cH:4][cH:5][cH:6][cH:7]1)[N:8]1[CH2:9][CH2:10][C:11]([c:14]2[cH:15][cH:16][cH:17][cH:18][cH:19]2)([CH3:20])[CH2:12][CH2:13]1.[CH3:45][CH2:46][O:47][C:48](=[O:49])[CH3:50].[CH3:51][CH2:52][OH:53].[K+:43].[K+:44].[OH2:56].[Pd:55]>>[CH2:1]([N:8]1[CH2:9][CH2:10][C:11]([c:14]2[cH:15][cH:16][cH:17][cH:18][cH:19]2)([CH3:20])[CH2:12][CH2:13]1)[CH2:23][CH2:24][CH2:25][C:26]12[C:27](=[O:38])[NH:28][c:29]3[cH:30][cH:31][cH:32][c:33]([c:34]31)[CH2:35][CH2:36][CH2:37]2. Starting materials: CN(C)C=O, OCc1sc(-c2ccc(C(F)(F)F)cc2)nc1CN1CCC(C(F)(F)F)CC1, N#Cc1ccc(F)cc1OC(F)F, [H-], [Na+], O. The product is N#Cc1ccc(OCc2sc(-c3ccc(C(F)(F)F)cc3)nc2CN2CCC(C(F)(F)F)CC2)cc1OC(F)F. RXN SMILES: [CH3:45][N:46]([CH3:47])[CH:48]=[O:49].[F:1][C:2]([c:3]1[cH:4][cH:5][c:6](-[c:9]2[s:10][c:11]([CH2:25][OH:26])[c:12]([CH2:14][N:15]3[CH2:16][CH2:17][CH:18]([C:21]([F:22])([F:23])[F:24])[CH2:19][CH2:20]3)[n:13]2)[cH:7][cH:8]1)([F:27])[F:28].[F:31][CH:32]([O:33][c:34]1[c:35]([C:36]#[N:37])[cH:38][cH:39][c:40]([F:42])[cH:41]1)[F:43].[H-:29].[Na+:30].[OH2:44]>>[F:1][C:2]([c:3]1[cH:4][cH:5][c:6](-[c:9]2[s:10][c:11]([CH2:25][O:26][c:40]3[cH:39][cH:38][c:35]([C:36]#[N:37])[c:34]([O:33][CH:32]([F:31])[F:43])[cH:41]3)[c:12]([CH2:14][N:15]3[CH2:16][CH2:17][CH:18]([C:21]([F:22])([F:23])[F:24])[CH2:19][CH2:20]3)[n:13]2)[cH:7][cH:8]1)([F:27])[F:28].